This data is from the Open Reaction Database (ORD), a public repository of structured organic reaction records. The task is: describe an organic reaction: reactants, conditions, products, and yield Reactants: [N+](=O)([O-])C1=CC=C(C=C1)CCC(=O)O (3-(4-Nitrophenyl)propanoic acid), C(C(=O)Cl)(=O)Cl (oxalyl chloride). Reagents/catalysts: CN(C)C=O (DMF). Run in C(Cl)Cl (CH2Cl2). Conditions: time 8 hour. The product is [N+](=O)([O-])C1=CC=C(C=C1)CCC(=O)Cl (3-(4-Nitrophenyl)propanoyl chloride). As a reaction SMILES: [N+:1]([C:4]1[CH:9]=[CH:8][C:7]([CH2:10][CH2:11][C:12]([OH:14])=O)=[CH:6][CH:5]=1)([O-:3])=[O:2].C(Cl)(=O)C([Cl:18])=O>C(Cl)Cl.CN(C=O)C>[N+:1]([C:4]1[CH:9]=[CH:8][C:7]([CH2:10][CH2:11][C:12]([Cl:18])=[O:14])=[CH:6][CH:5]=1)([O-:3])=[O:2]. Procedure details: 3-(4-Nitrophenyl)propanoic acid prepared in Example DD (12.5 g, 64 mmol) was suspended in CH2Cl2 (300 mL) and treated with oxalyl chloride (7.4 mL, 85 mmol) and DMF (5 drops). The solution was stirred overnight at room temperature. The solution was concentrated, and the residue was dissolved in CH2Cl2 and re-concentrated. The crude product was used as is in the next step. Reactants: Cl[O-].[Na+] (sodium hypochlorite), aqueous solution, S(O)(O)(=O)=O (sulfuric acid), C(#N)C1=CC=C(C(=O)N)C=C1 (p-Cyanobenzamide). The solvent is O (water). Reaction conditions: temperature 15 celsius. The product is C(#N)C1=CC=C(C(=O)O)C=C1 (p-cyanobenzoic acid). The yield is 99.0%. RXN SMILES: [C:1]([C:3]1[CH:11]=[CH:10][C:6]([C:7](N)=[O:8])=[CH:5][CH:4]=1)#[N:2].Cl[O-].[Na+].S(=O)(=O)(O)[OH:16]>O>[C:1]([C:3]1[CH:11]=[CH:10][C:6]([C:7]([OH:16])=[O:8])=[CH:5][CH:4]=1)#[N:2] |f:1.2|. Procedure: p-Cyanobenzamide (146 g) which had been synthesized separately and water (584 g) were placed in a four-neck flask, and the mixture was cooled to 15° C. with stirring. Subsequently, an aqueous solution (1775 g) of sodium hypochlorite (effective chlorine 12%) was added to the reaction mixture over six hours while a 50% aqueous solution of sulfuric acid was added so as to maintain the pH of the mixture at 5-6. Liquid chromatographic analysis revealed that the reaction mixture contained 145.5 g of c... Reactants: [I-].C1(CCCC1)[P+](C1=CC=CC=C1)(C1=CC=CC=C1)C1=CC=CC=C1 (cyclopentyltriphenylphosphonium iodide), C(CCC)[Li] (n-butyl lithium), C1(CCC1)C(C(=O)O)(C1=CC=CC=C1)O (2-cyclobutyl-2-hydroxy-2-phenylacetic acid), C1CCC2=NCCCN2CC1 (DBU), C(=O)C=C (acrolein). The solvent is CCCCCC (hexane), O1CCCC1 (tetrahydrofuran), O (water). Conditions: time 20 minute. The product is C1(CCCC1)=CCCN1CCC(CC1)OC(C(C1=CC=CC=C1)(O)C1CCC1)=O ([1-(3-cyclopentylidenepropyl)piperidin-4-yl]-2-cyclobutyl-2-hydroxy-2-phenylacetate). As a reaction SMILES: [CH:1]1([C:5]([OH:15])([C:9]2[CH:14]=[CH:13][CH:12]=[CH:11][CH:10]=2)[C:6]([OH:8])=[O:7])[CH2:4][CH2:3][CH2:2]1.[CH2:16]1[CH2:26][CH2:25][N:24]2[C:19](=N[CH2:21][CH2:22][CH2:23]2)[CH2:18][CH2:17]1.C(C=C)=O.[I-].[CH:32]1([P+](C2C=CC=CC=2)(C2C=CC=CC=2)C2C=CC=CC=2)[CH2:36]C[CH2:34][CH2:33]1.C([Li])CCC>O1CCCC1.O.CCCCCC>[C:17]1(=[CH:16][CH2:26][CH2:25][N:24]2[CH2:23][CH2:22][CH:21]([O:7][C:6](=[O:8])[C:5]([CH:1]3[CH2:4][CH2:3][CH2:2]3)([OH:15])[C:9]3[CH:10]=[CH:11][CH:12]=[CH:13][CH:14]=3)[CH2:18][CH2:19]2)[CH2:34][CH2:33][CH2:32][CH2:36]1 |f:3.4|. Procedure: According to the method of A. Chesnyl et al. [Synthetic Communications, Vol. 20, pp. 3167-3180 (1990)], 50 mg of the 2-cyclobutyl-2-hydroxy-2-phenylacetic acid obtained in Step 1 of Example 1 and a catalytic amount of DBU were dissolved in 2 ml of tetrahydrofuran, and 15 μl of acrolein was added thereto at -15° C., followed by stirring for 20 minutes. The resulting solution was added at 0° C. to an ylide compound prepared from 156 mg of cyclopentyltriphenylphosphonium iodide and 200 μl of n-buty... RXN SMILES: [CH3:1][C:2]([Cl:3])=[O:4].[CH3:26][CH2:27][O:28][C:29](=[O:30])[CH3:31].[ClH:11].[NH2:12][CH2:13][CH:14]1[CH2:15][c:16]2[cH:17][cH:18][c:19]([O:24][CH3:25])[cH:20][c:21]2[CH2:22][CH2:23]1.[cH:5]1[cH:6][cH:7][n:8][cH:9][cH:10]1>>[CH3:1][C:2](=[O:4])[NH:12][CH2:13][CH:14]1[CH2:15][c:16]2[cH:17][cH:18][c:19]([O:24][CH3:25])[cH:20][c:21]2[CH2:22][CH2:23]1. Starting materials: CC(=O)Cl, CCOC(C)=O, Cl, COc1ccc2c(c1)CCC(CN)C2, c1ccncc1. Yields the product COc1ccc2c(c1)CCC(CNC(C)=O)C2.